Dataset: the Open Reaction Database (ORD), a public repository of structured organic reaction records. Task: describe an organic reaction: reactants, conditions, products, and yield Starting materials: BrCCCCCCBr, [Na+], [OH-], O, OCCc1cc2ccccc2s1. The product is BrCCCCCCOCCc1cc2ccccc2s1. RXN SMILES: [Br:13][CH2:14][CH2:15][CH2:16][CH2:17][CH2:18][CH2:19][Br:20].[Na+:22].[OH-:21].[OH2:23].[s:1]1[c:2]2[c:3]([cH:4][c:5]1[CH2:6][CH2:7][OH:8])[cH:9][cH:10][cH:11][cH:12]2>>[s:1]1[c:2]2[c:3]([cH:4][c:5]1[CH2:6][CH2:7][O:8][CH2:19][CH2:18][CH2:17][CH2:16][CH2:15][CH2:14][Br:13])[cH:9][cH:10][cH:11][cH:12]2. Reactants: O1CCCC1 (tetrahydrofuran), solution, C12CCCC(CCC1)B2 (9-borabicyclo[3.3.1]nonane), O1CCCC1 (tetrahydrofuran), C(C1=CC=CC=C1)OC(CC=C)CCCCCCCCCC1=CC=CC=C1 (4-benzyloxy-13-phenyl-1-tridecene). Reaction conditions: time 3 hour. The product is C(C1=CC=CC=C1)OC(CCCO)CCCCCCCCCC1=CC=CC=C1 (4-benzyloxy-13-phenyl-tridecan-1-ol). The yield is 75.0%. Reaction SMILES: C12BC(CCC1)CCC2.[CH2:10]([O:17][CH:18]([CH2:22][CH2:23][CH2:24][CH2:25][CH2:26][CH2:27][CH2:28][CH2:29][CH2:30][C:31]1[CH:36]=[CH:35][CH:34]=[CH:33][CH:32]=1)[CH2:19][CH:20]=[CH2:21])[C:11]1[CH:16]=[CH:15][CH:14]=[CH:13][CH:12]=1.[O:37]1CCCC1>>[CH2:10]([O:17][CH:18]([CH2:22][CH2:23][CH2:24][CH2:25][CH2:26][CH2:27][CH2:28][CH2:29][CH2:30][C:31]1[CH:32]=[CH:33][CH:34]=[CH:35][CH:36]=1)[CH2:19][CH2:20][CH2:21][OH:37])[C:11]1[CH:16]=[CH:15][CH:14]=[CH:13][CH:12]=1. Procedure: To a 0.5M solution of 9-borabicyclo[3.3.1]nonane in tetrahydrofuran (253 ml) was added dropwise, under nitrogen, a solution of 41.8 g of 4-benzyloxy-13-phenyl-1-tridecene in 100 ml of dry tetrahydrofuran. The mixture was stirred at room temperature for 3 hours, quenched by the sequential addition of 72 ml of ethanol, 24 ml of 6N solution of sodium hydroxide, and 48 ml of a 30% solution of hydrogen peroxide. The mixture was heated at 50° for 2.5 hours. Upon standing at room temperature overnight,...